Dataset: the Open Reaction Database (ORD), a public repository of structured organic reaction records. Task: describe an organic reaction: reactants, conditions, products, and yield The reactants are CCOC(C)=O, CCN(C(C)C)C(C)C, Cc1cc(Nc2nc(Nc3cc(C)c(C4CCNCC4)cc3F)ncc2Cl)n[nH]1, CC(C)c1noc(CCl)n1, CN(C)C=O. Yields the product Cc1cc(Nc2nc(Nc3cc(C)c(C4CCN(Cc5nc(C(C)C)no5)CC4)cc3F)ncc2Cl)n[nH]1. Reaction SMILES: [CH3:54][CH2:55][O:56][C:57]([CH3:58])=[O:59].[CH:40]([N:41]([CH2:42][CH3:43])[CH:44]([CH3:45])[CH3:46])([CH3:47])[CH3:48].[Cl:1][c:2]1[c:3]([NH:23][c:24]2[n:25][nH:26][c:27]([CH3:29])[cH:28]2)[n:4][c:5]([NH:8][c:9]2[c:10]([F:22])[cH:11][c:12]([CH:16]3[CH2:17][CH2:18][NH:19][CH2:20][CH2:21]3)[c:13]([CH3:15])[cH:14]2)[n:6][cH:7]1.[Cl:30][CH2:31][c:32]1[n:33][c:34]([CH:37]([CH3:38])[CH3:39])[n:35][o:36]1.[O:49]=[CH:50][N:51]([CH3:52])[CH3:53]>>[Cl:1][c:2]1[c:3]([NH:23][c:24]2[n:25][nH:26][c:27]([CH3:29])[cH:28]2)[n:4][c:5]([NH:8][c:9]2[c:10]([F:22])[cH:11][c:12]([CH:16]3[CH2:17][CH2:18][N:19]([CH2:31][c:32]4[n:33][c:34]([CH:37]([CH3:38])[CH3:39])[n:35][o:36]4)[CH2:20][CH2:21]3)[c:13]([CH3:15])[cH:14]2)[n:6][cH:7]1.